describe an organic reaction: reactants, conditions, products, and yield From a dataset of the Open Reaction Database (ORD), a public repository of structured organic reaction records. Solvent: CCOC(=O)C (EtOAc). The product is C(C)OC1=C(C=C(N)C=C1)OC (4-ethoxy-3-methoxyaniline). As a reaction SMILES: [CH2:1]([O:3][C:4]1[CH:9]=[CH:8][C:7]([N+:10]([O-])=O)=[CH:6][C:5]=1[O:13][CH3:14])[CH3:2].CCO>[Pd].CCOC(C)=O>[CH2:1]([O:3][C:4]1[CH:9]=[CH:8][C:7]([NH2:10])=[CH:6][C:5]=1[O:13][CH3:14])[CH3:2]. Procedure: A suspension of 2-ethoxy-5-nitroanisole from Step 1 (5.50 g, 27.9 mmol) and 10% Pd/C (1.0 g) in 1:1 EtOH:EtOAc (50 ml) was shaken under an atmosphere of H2 (35-40 psi) for 30 min. The reaction mixture was filtered through Celite and concentrated under vacuum to afford 4-ethoxy-3-methoxyaniline (4.82 g, 100%) as a brown solid: mp 54-56° C. 1H NMR (DMSO-d6) δ 6.61 (d, 1H), 6.25 (d, 1H), 6.03 (dd, 1H), 4.65 (s, 2H), 3.82 (q, 2H), 3.66 (s, 3H), 1.22 (t, 3H); 13C NMR (DMSO-d6) δ 143.6, 138.8, 116.6, ... Reactants: C(C)OC1=C(C=C(C=C1)[N+](=O)[O-])OC (2-ethoxy-5-nitroanisole), CCO (EtOH). Isolated yield 103.3%. The reagents and catalysts are [Pd] (Pd/C). The reactants are C(C)NCC (Diethyl amine), C(C)OC(C(C(=O)O)C[C@@H]1C=C[C@@H](C1)NC(=O)OC(C)(C)C)=O (2-(cis-4-tert-butoxycarbonylamino-cyclopent-2-enylmethyl)-malonic acid monoethyl ester), C=O (formaldehyde), C(Cl)Cl (CH2Cl2). The solvent is aqueous solution, O (water). Run at time 8 hour. Product: C(C)OC(C(=C)C[C@@H]1C=C[C@@H](C1)NC(=O)OC(C)(C)C)=O (2-(cis-4-tert-butoxycarbonylamino-cyclopent-2-enylmethyl)-acrylic acid ethyl ester). Isolated yield 94.8%. RXN SMILES: C(NCC)C.[CH2:6]([O:8][C:9](=[O:28])[CH:10]([CH2:14][C@H:15]1[CH2:19][C@@H:18]([NH:20][C:21]([O:23][C:24]([CH3:27])([CH3:26])[CH3:25])=[O:22])[CH:17]=[CH:16]1)[C:11](O)=O)[CH3:7].C=O.C(Cl)Cl>O>[CH2:6]([O:8][C:9](=[O:28])[C:10]([CH2:14][C@H:15]1[CH2:19][C@@H:18]([NH:20][C:21]([O:23][C:24]([CH3:27])([CH3:26])[CH3:25])=[O:22])[CH:17]=[CH:16]1)=[CH2:11])[CH3:7]. Reported procedure: Diethyl amine (0.31 mL; 3.0 mmol) was added to a mixture of 2-(cis-4-tert-butoxycarbonylamino-cyclopent-2-enylmethyl)-malonic acid monoethyl ester (0.66 g, 2.0 mmol) in 36% aqueous solution of formaldehyde (0.25 mL, 3.2 mmol), CH2Cl2 (1.6 mL) and water (1.6 mL) at 0° C. The reaction mixture was stirred at room temperature overnight, poured onto ice-water (400 mL) and extracted with CH2Cl2. During the extraction, phase separation was improved by the addition of brine. The combined organic phases ... The reactants are C(C)(C)N(C(C)C)CC (N,N-diisopropylethylamine), COC1=C(C(=O)O)C=CC(=C1)C(F)(F)F (2-methoxy-4-(trifluoromethyl)benzoic acid), F[B-](F)(F)F.C(C)OC(=O)C(C#N)=NOC(=[N+](C)C)N(C)C (O-((Ethoxycarbonyl)cyanomethyleneamino)-N,N,N′,N′-tetramethyluronium tetrafluoroborate), Cl.NCCC1=CC=C(C=C1)S(=O)(=O)NC=1SC(=NN1)C(C)C (4-(2-Amino-ethyl)-N-(5-isopropyl-[1,3,4]thiadiazol-2-yl)-benzene sulfonamide hydrochloride). Run in CN(C=O)C (dimethylformamide). Reaction conditions: time 8 hour. The product is C(C)(C)C1=NN=C(S1)NS(=O)(=O)C1=CC=C(C=C1)CCNC(C1=C(C=C(C=C1)C(F)(F)F)OC)=O (N-{2-[4-(5-Isopropyl-[1,3,4]thiadiazol-2-ylsulfamoyl)-phenyl]-ethyl}-2-methoxy-4-trifluoromethyl-benzamide). Yield: 57.8%. Reaction SMILES: Cl.[NH2:2][CH2:3][CH2:4][C:5]1[CH:10]=[CH:9][C:8]([S:11]([NH:14][C:15]2[S:16][C:17]([CH:20]([CH3:22])[CH3:21])=[N:18][N:19]=2)(=[O:13])=[O:12])=[CH:7][CH:6]=1.C(N(CC)C(C)C)(C)C.[CH3:32][O:33][C:34]1[CH:42]=[C:41]([C:43]([F:46])([F:45])[F:44])[CH:40]=[CH:39][C:35]=1[C:36](O)=[O:37].F[B-](F)(F)F.C(OC(C(=NOC(N(C)C)=[N+](C)C)C#N)=O)C>CN(C)C=O>[CH:20]([C:17]1[S:16][C:15]([NH:14][S:11]([C:8]2[CH:9]=[CH:10][C:5]([CH2:4][CH2:3][NH:2][C:36](=[O:37])[C:35]3[CH:39]=[CH:40][C:41]([C:43]([F:45])([F:46])[F:44])=[CH:42][C:34]=3[O:33][CH3:32])=[CH:6][CH:7]=2)(=[O:13])=[O:12])=[N:19][N:18]=1)([CH3:22])[CH3:21] |f:0.1,4.5|. Procedure details: 6.53 g 4-(2-Amino-ethyl)-N-(5-isopropyl-[1,3,4]thiadiazol-2-yl)-benzene sulfonamide hydrochloride were dissolved in 150 ml dimethylformamide. 8.54 ml N,N-diisopropylethylamine, 3.6 g 2-methoxy-4-(trifluoromethyl)benzoic acid and 6.44 g O-((Ethoxycarbonyl)cyanomethyleneamino)-N,N,N′,N′-tetramethyluronium tetrafluoroborate were added. The reaction mixture was stirred at room temperature overnight. The solvent was removed in vacuo and the resulting residue was purified by RP-HPLC to obtain 5.0 g N-... Reaction SMILES: [CH3:1][C:2]([C:8]1[CH:13]=[CH:12][C:11]([Cl:14])=[CH:10][CH:9]=1)([CH3:7])[C:3](Cl)=[N:4][NH2:5].[Cl:15][C:16]1[CH:23]=[CH:22][CH:21]=[C:20]([F:24])[C:17]=1[C:18]#[N:19].[Cl-].[Al+3].[Cl-].[Cl-].O.Cl[C:31]1C=CC=CC=1Cl>>[Cl:15][C:16]1[CH:23]=[CH:22][CH:21]=[C:20]([F:24])[C:17]=1[C:18]1[N:5]([CH3:31])[N:4]=[C:3]([C:2]([CH3:7])([CH3:1])[C:8]2[CH:13]=[CH:12][C:11]([Cl:14])=[CH:10][CH:9]=2)[N:19]=1 |f:2.3.4.5|. Reported procedure: To a solution of 0.7 g of N-methyl-N-(p-toluenesulfonyl)-(α, α-dimethyl-4-chlorophenylacetohydrazonoyl chloride in 7 ml of o-dichlorobenzene at room temperature, were added 0.33 g of 2-chloro-6-fluorobenzonitrile and 0.28 g of anhydrous aluminium chloride, and the reaction mixture was heated at 120° C. for 30 minutes. After cooling, the reaction mixture was poured into iced water and extracted with ethyl acetate. The ethyl acetate layer was washed with water, dried over magnesium sulfate and con... Product: ClC1=C(C(=CC=C1)F)C1=NC(=NN1C)C(C1=CC=C(C=C1)Cl)(C)C (5-(2-chloro-6-fluorophenyl)-3-(4-chloro-α,α-dimethylbenzyl)-1-methyl-1H-1,2,4-triazole). The reactants are CC(C(=NN)Cl)(C)C1=CC=C(C=C1)Cl (α, α-dimethyl-4-chlorophenylacetohydrazonoyl chloride), ClC1=C(C#N)C(=CC=C1)F (2-chloro-6-fluorobenzonitrile), [Cl-].[Al+3].[Cl-].[Cl-] (aluminium chloride), ClC1=C(C=CC=C1)Cl (o-dichlorobenzene), O (water). Reaction conditions: temperature 120 celsius.